This data is from the Open Reaction Database (ORD), a public repository of structured organic reaction records. The task is: describe an organic reaction: reactants, conditions, products, and yield The reactants are COC(CC1=C(N(C2=CC=C(C=C12)OC)C(C1=CC=C(C=C1)[N+](=O)[O-])=O)C)=O (methyl-1-(p-nitrobenzoyl)-5-methoxy-2-methyl-3-indolylacetate), C1(=CC=C(C=C1)S(=O)(=O)O)C (p-toluene-sulfonic acid). The solvent is C(C)(=O)O (acetic acid). The product is [N+](=O)([O-])C1=CC=C(C(=O)N2C(=C(C3=CC(=CC=C23)OC)CC(=O)O)C)C=C1 (1-(p-nitrobenzoyl)-5-methoxy-2-methyl-3-indolylacetic acid). As a reaction SMILES: C[O:2][C:3](=[O:28])[CH2:4][C:5]1[C:13]2[C:8](=[CH:9][CH:10]=[C:11]([O:14][CH3:15])[CH:12]=2)[N:7]([C:16](=[O:26])[C:17]2[CH:22]=[CH:21][C:20]([N+:23]([O-:25])=[O:24])=[CH:19][CH:18]=2)[C:6]=1[CH3:27].C1(C)C=CC(S(O)(=O)=O)=CC=1>C(O)(=O)C>[N+:23]([C:20]1[CH:21]=[CH:22][C:17]([C:16]([N:7]2[C:8]3[C:13](=[CH:12][C:11]([O:14][CH3:15])=[CH:10][CH:9]=3)[C:5]([CH2:4][C:3]([OH:28])=[O:2])=[C:6]2[CH3:27])=[O:26])=[CH:18][CH:19]=1)([O-:25])=[O:24]. Procedure details: A solution of 4.9 g (12.8 mmol) of methyl-1-(p-nitrobenzoyl)-5-methoxy-2-methyl-3-indolylacetate in 40 ml of acetic acid containing 400 mg of p-toluene-sulfonic acid is refluxed for 20 hours and then concentrated in vacuo. p The gummy residue is extracted with ethyl acetate. Starting materials: ClC=1NC=C2N(C(N(C(C21)=O)C)=O)CC(C)C (5-chloro-1-isobutyl-3-methyl-1H-pyrrolo[3,4-d]pyrimidine-2,4(3H,6H)-dione), ClCC1=CC=C(C=C1)C1=NC=CC=C1 (2-(4-(chloromethyl)phenyl)pyridine), C([O-])([O-])=O.[Cs+].[Cs+] (cesium carbonate). Run in CN(C)C=O (DMF), C(=O)(O)[O-].[Na+] (NaHCO3). Reaction conditions: time 3 hour. Yields the product ClC=1N(C=C2N(C(N(C(C21)=O)C)=O)CC(C)C)CC2=CC=C(C=C2)C2=NC=CC=C2 (5-chloro-1-isobutyl-3-methyl-6-(4-(pyridin-2-yl)benzyl)-1H-pyrrolo[3,4-d]pyrimidine-2,4(3H,6H)-dione). RXN SMILES: [Cl:1][C:2]1[NH:3][CH:4]=[C:5]2[C:10]=1[C:9](=[O:11])[N:8]([CH3:12])[C:7](=[O:13])[N:6]2[CH2:14][CH:15]([CH3:17])[CH3:16].Cl[CH2:19][C:20]1[CH:25]=[CH:24][C:23]([C:26]2[CH:31]=[CH:30][CH:29]=[CH:28][N:27]=2)=[CH:22][CH:21]=1.C(=O)([O-])[O-].[Cs+].[Cs+]>CN(C=O)C.C([O-])(O)=O.[Na+]>[Cl:1][C:2]1[N:3]([CH2:19][C:20]2[CH:21]=[CH:22][C:23]([C:26]3[CH:31]=[CH:30][CH:29]=[CH:28][N:27]=3)=[CH:24][CH:25]=2)[CH:4]=[C:5]2[C:10]=1[C:9](=[O:11])[N:8]([CH3:12])[C:7](=[O:13])[N:6]2[CH2:14][CH:15]([CH3:17])[CH3:16] |f:2.3.4,6.7|. Reported procedure: A suspension of crude 5-chloro-1-isobutyl-3-methyl-1H-pyrrolo[3,4-d]pyrimidine-2,4(3H,6H)-dione (0.032 mmol), 2-(4-(chloromethyl)phenyl)pyridine (9.7 mg, 0.048 mmol) and cesium carbonate (15.6 mg, 0.048 mmol) in anhydrous DMF is stirred at room temperature for 3 h, and then diluted with saturated NaHCO3 aqueous solution, followed by extractions with CH2Cl2. The combined organic phase is dried over sodium sulfate, filtered, and concentrated to dryness under reduced pressure to give crude product,... Reactants: BrC1=C(CO)C=CC(=C1)C(F)(F)F (2-bromo-4-trifluoromethylbenzyl alcohol), CN1CCC(CC1)=O (1-methyl-4-piperidone). Yields the product OC1(CCN(CC1)C)C1=C(C=CC(=C1)C(F)(F)F)CO (4-hydroxy-4-(α-hydroxy-4-trifluoromethyl-2-tolyl)-1-methylpiperidine). Reaction SMILES: Br[C:2]1[CH:9]=[C:8]([C:10]([F:13])([F:12])[F:11])[CH:7]=[CH:6][C:3]=1[CH2:4][OH:5].[CH3:14][N:15]1[CH2:20][CH2:19][C:18](=[O:21])[CH2:17][CH2:16]1>>[OH:21][C:18]1([C:2]2[CH:9]=[C:8]([C:10]([F:13])([F:12])[F:11])[CH:7]=[CH:6][C:3]=2[CH2:4][OH:5])[CH2:19][CH2:20][N:15]([CH3:14])[CH2:16][CH2:17]1. Reported procedure: Reaction of 2-bromo-4-trifluoromethylbenzyl alcohol and 1-methyl-4-piperidone by the method described in Example 16a provides 4-hydroxy-4-(α-hydroxy-4-trifluoromethyl-2-tolyl)-1-methylpiperidine. Starting materials: C(#N)[BH3-].[Na+] (sodium cyanoborohydride), CC(C)(OC(=O)N[C@H](C(=O)N1CC(C2=CC=CC=C12)CC1C=2N(C3=C(C(N1)=O)C=CC=C3)C(C=3C=CC=CC3N2)=O)CC(C)C)C (7-[(1-[2(S)-((1,1-Dimethylethoxy)carbonyl)amino-4-methylpentanoyl]-2,3-dihydro-1H-indol-3-yl)-methyl]quinazolino(3,2-A)-1,4-benzodiazepin-5,13-(6H,7H)-dione), O (water). Run in C(C)(=O)O (acetic acid). Yields the product O.CC(C)(OC(=O)N[C@H](C(=O)N1CC(C2=CC=CC=C12)CC1C=2N(C3=C(C(N1)=O)C=CC=C3)C(C=3C=CC=CC3N2)=O)CC(C)C)C (7-[(1-[2(S)-((1,1-dimethylethoxy)carbonyl)amino-4-methylpentanoyl]-2,3-dihydro-1H-indol-3-yl)methyl]quinazolino(3,2-A)-1,4-benzodiazepin-5,13-(5H,7H)-dione hydrate). RXN SMILES: [CH3:1][C:2]([CH3:46])([O:4][C:5]([NH:7][C@@H:8]([CH2:42][CH:43]([CH3:45])[CH3:44])[C:9]([N:11]1[C:19]2[C:14](=[CH:15][CH:16]=[CH:17][CH:18]=2)[CH:13]([CH2:20][CH:21]2[NH:27][C:26](=[O:28])[C:25]3[CH:29]=[CH:30][CH:31]=[CH:32][C:24]=3[N:23]3[C:33](=[O:41])[C:34]4[CH:35]=[CH:36][CH:37]=[CH:38][C:39]=4[N:40]=[C:22]23)[CH2:12]1)=[O:10])=[O:6])[CH3:3].C([BH3-])#N.[Na+].O>C(O)(=O)C>[OH2:4].[CH3:3][C:2]([CH3:46])([O:4][C:5]([NH:7][C@@H:8]([CH2:42][CH:43]([CH3:44])[CH3:45])[C:9]([N:11]1[C:19]2[C:14](=[CH:15][CH:16]=[CH:17][CH:18]=2)[CH:13]([CH2:20][CH:21]2[NH:27][C:26](=[O:28])[C:25]3[CH:29]=[CH:30][CH:31]=[CH:32][C:24]=3[N:23]3[C:33](=[O:41])[C:34]4[CH:35]=[CH:36][CH:37]=[CH:38][C:39]=4[N:40]=[C:22]23)[CH2:12]1)=[O:10])=[O:6])[CH3:1] |f:1.2,5.6|. Procedure details: 7-[(1-[2(S)-((1,1-Dimethylethoxy)carbonyl)amino-4-methylpentanoyl]-2,3-dihydro-1H-indol-3-yl)-methyl]quinazolino(3,2-A)-1,4-benzodiazepin-5,13-(6H,7H)-dione (250 mg, 0.40 mmole) was dissolved in 4 ml of glacial acetic acid and treated at 10° with 101 mg (1.60 mmole) of sodium cyanoborohydride. After twenty minutes, the reaction mixture was poured into 50 ml of water and then extracted with ethyl acetate (4×40 ml). The combined organic extracts were washed with saturated sodium bicarbonate soluti... The product is C1COC(C2=CC=C(C=C2)C(=O)N2CCC(CC2)=O)(O)O1 (4-(4-Oxopiperdin-1-ylcarbonyl)benzoic acid ethylene ketal). Procedure: A solution of methyl 4-(4-oxopiperidinocarbonyl)benzoate ethylene ketal (1.5 g, 4.9 mmol) and lithium hydroxide monohydrate (309 mg, 7.4 mmol) in THF/water (1:1) (50 ml) was stirred for 18 h, then acidified with dilute HCl. The product was extracted into ethyl acetate, and the extracts dried over sodium sulphate and concentrated to leave a white solid (1.4g), MS (+CI) 292 ([M+H]+), 1H NMR (CDCl3) 8.10 (2H, d, J 8.2 Hz), 7.45 (2H, d, J 8.3 Hz), 3.99 (4H, s), 3.86 (2H, br. s), 3.44 (2H, br. s), 1.... Starting materials: C1COC(C2=CC=C(C=C2)C(=O)N2CCC(CC2)=O)(OC)O1 (methyl 4-(4-oxopiperidinocarbonyl)benzoate ethylene ketal), O.[OH-].[Li+] (lithium hydroxide monohydrate), Cl (HCl). Yield: 98.1%. Solvent: C1CCOC1.O (THF water). RXN SMILES: [CH2:1]1[O:22][C:4]([O:20]C)([C:5]2[CH:10]=[CH:9][C:8]([C:11]([N:13]3[CH2:18][CH2:17][C:16](=[O:19])[CH2:15][CH2:14]3)=[O:12])=[CH:7][CH:6]=2)[O:3][CH2:2]1.O.[OH-].[Li+].Cl>C1COCC1.O>[CH2:2]1[O:3][C:4]([OH:20])([C:5]2[CH:10]=[CH:9][C:8]([C:11]([N:13]3[CH2:18][CH2:17][C:16](=[O:19])[CH2:15][CH2:14]3)=[O:12])=[CH:7][CH:6]=2)[O:22][CH2:1]1 |f:1.2.3,5.6|.